This data is from the Open Reaction Database (ORD), a public repository of structured organic reaction records. The task is: describe an organic reaction: reactants, conditions, products, and yield Reactants: COCCC=1N(C2=C(C(=NC=3C=CC=CC23)N)N1)CCOCCNC (2-(2-Methoxyethyl)-1-{2-[2-(methylamino)ethoxy]ethyl}-1H-imidazo[4,5-c]quinolin-4-amine). Reagents/catalysts: O=[Pt]=O (PtO2), O=[Pt]=O (PtO2). The solvent is FC(C(=O)O)(F)F (trifluoroacetic acid), O (H2O). Run at time 4 day. The product is COCCC=1N(C2=C(C(=NC=3CCCCC23)N)N1)CCOCCNC (2-(2-methoxyethyl)-1-{2-[2-(methylamino)ethoxy]ethyl}-6,7,8,9-tetrahydro-1H-imidazo[4,5-c]quinolin-4-amine). Isolated yield 74.6%. As a reaction SMILES: [CH3:1][O:2][CH2:3][CH2:4][C:5]1[N:6]([CH2:19][CH2:20][O:21][CH2:22][CH2:23][NH:24][CH3:25])[C:7]2[C:16]3[CH:15]=[CH:14][CH:13]=[CH:12][C:11]=3[N:10]=[C:9]([NH2:17])[C:8]=2[N:18]=1>FC(F)(F)C(O)=O.O.O=[Pt]=O>[CH3:1][O:2][CH2:3][CH2:4][C:5]1[N:6]([CH2:19][CH2:20][O:21][CH2:22][CH2:23][NH:24][CH3:25])[C:7]2[C:16]3[CH2:15][CH2:14][CH2:13][CH2:12][C:11]=3[N:10]=[C:9]([NH2:17])[C:8]=2[N:18]=1. Procedure details: 2-(2-Methoxyethyl)-1-{2-[2-(methylamino)ethoxy]ethyl}-1H-imidazo[4,5-c]quinolin-4-amine (4.22 g, 12.3 mmol) was dissolved in 25 mL of trifluoroacetic acid and treated with PtO2 (0.5 g). The reaction mixture was shaken under H2 (3 Kg/cm2). After 4 d, an additional 0.5 g of PtO2 was added and hydrogenation was continued for an additional 3 d. The reaction was then filtered through Celite and concentrated under reduced pressure to give a yellow oil. The yellow oil was dissolved in 50 mL of H2O and ...